From a dataset of the Open Reaction Database (ORD), a public repository of structured organic reaction records. describe an organic reaction: reactants, conditions, products, and yield The reactants are [OH-].[Na+] (sodium hydroxide), Cl.Cl.ClC1=CC2=C(NCCCC2OC(=O)C(C(C2=C(C=C(C=C2)NC(C2=C(C=CC=C2)C)=O)C)=O)N2CCNCC2)C=C1 (1-{7-Chloro-1-[2-methyl-4-(2-methyl-benzoylamino)-benzoyl]-2,3,4,5-tetrahydro-1H-benzo[b]azepin-5-yloxycarbonylmethyl}-piperazine dihydrochloride), C=O (formalin), C(C)(=O)[O-].[Na+] (sodium acetate), [B-]C#N.[Na+] (sodium cyanotrihydroborate). The solvent is O (Water), CO (methanol). Conditions: time 1 hour. The product is Cl.Cl.ClC1=CC2=C(NCCCC2OC(=O)C(C(C2=C(C=C(C=C2)NC(C2=C(C=CC=C2)C)=O)C)=O)N2CCN(CC2)C)C=C1 (1-{7-chloro-1-[2-methyl-4-(2-methyl-benzoylamino)-benzoyl]-2,3,4,5-tetrahydro-1H-benzo[b]azepin-5-yloxycarbonylmethyl}-4-methyl-piperazine dihydrochloride). Isolated yield 116.9%. RXN SMILES: [ClH:1].Cl.[Cl:3][C:4]1[CH:43]=[CH:42][C:7]2[NH:8][CH2:9][CH2:10][CH2:11][CH:12]([O:13][C:14]([CH:16]([N:36]3[CH2:41][CH2:40][NH:39][CH2:38][CH2:37]3)[C:17](=[O:35])[C:18]3[CH:23]=[CH:22][C:21]([NH:24][C:25](=[O:33])[C:26]4[CH:31]=[CH:30][CH:29]=[CH:28][C:27]=4[CH3:32])=[CH:20][C:19]=3[CH3:34])=[O:15])[C:6]=2[CH:5]=1.C=O.[C:46]([O-])(=O)C.[Na+].[B-]C#N.[Na+].[OH-].[Na+]>O.CO>[ClH:3].[ClH:1].[Cl:3][C:4]1[CH:43]=[CH:42][C:7]2[NH:8][CH2:9][CH2:10][CH2:11][CH:12]([O:13][C:14]([CH:16]([N:36]3[CH2:37][CH2:38][N:39]([CH3:46])[CH2:40][CH2:41]3)[C:17](=[O:35])[C:18]3[CH:23]=[CH:22][C:21]([NH:24][C:25](=[O:33])[C:26]4[CH:31]=[CH:30][CH:29]=[CH:28][C:27]=4[CH3:32])=[CH:20][C:19]=3[CH3:34])=[O:15])[C:6]=2[CH:5]=1 |f:0.1.2,4.5,6.7,8.9,12.13.14|. Procedure: 1-{7-Chloro-1-[2-methyl-4-(2-methyl-benzoylamino)-benzoyl]-2,3,4,5-tetrahydro-1H-benzo[b]azepin-5-yloxycarbonylmethyl}-piperazine dihydrochloride (400 mg, 0.62 mmol), formalin (0.15 ml, 1.9 mmol), sodium acetate (61 mg, 0.74 mmol), and sodium cyanotrihydroborate (119 mg, 1.9 mmol) were added to methanol (5 ml), and the mixture was stirred at room temperature for 1 hour. Water and aqueous sodium hydroxide solution were added to the reaction mixture, and the precipitates were collected by filtrati... Starting materials: CO, CC(=O)O, C=C(CC(O)(C=O)C(F)(F)F)c1ccc(Cl)c(F)c1OC, [H][H]. The product is COc1c(C(C)CC(O)(C=O)C(F)(F)F)ccc(Cl)c1F. As a reaction SMILES: [CH3:24][OH:25].[CH3:26][C:27](=[O:28])[OH:29].[Cl:1][c:2]1[c:3]([F:21])[c:4]([O:19][CH3:20])[c:5]([C:8]([CH2:9][C:10]([CH:11]=[O:12])([C:13]([F:14])([F:15])[F:16])[OH:17])=[CH2:18])[cH:6][cH:7]1.[H:22][H:23]>>[Cl:1][c:2]1[c:3]([F:21])[c:4]([O:19][CH3:20])[c:5]([CH:8]([CH2:9][C:10]([CH:11]=[O:12])([C:13]([F:14])([F:15])[F:16])[OH:17])[CH3:18])[cH:6][cH:7]1. The reactants are C(C)(=O)O (acetic acid), BrC=1C=C(OC=2C(NC=CC2C(F)(F)F)=O)C=C(C1)Cl (3-(3-bromo-5-chlorophenoxy)-4-(trifluoromethyl)pyridin-2(1H)-one), [Cu]C#N (copper (I) cyanide), CN1C(CCC1)=O (N-methylpyrrolidinone). Procedure details: To a round bottom flask charged with 3-(3-bromo-5-chlorophenoxy)-4-(trifluoromethyl)pyridin-2(1H)-one (3.00 g, 8.14 mmol) and copper (I) cyanide (7.29 g, 81.0 mmol) was added N-methylpyrrolidinone (25 mL). This suspension under N2 was placed in an oil bath at 175° C. After 5 hours the reaction mixture was allowed to cool to room temperature. Glacial acetic acid (30 mL) was added to the mixture and stirred for 10 minutes. The mixture was diluted with ethyl acetate (100 mL), filtered through diato... Reaction SMILES: Br[C:2]1[CH:3]=[C:4]([CH:17]=[C:18]([Cl:20])[CH:19]=1)[O:5][C:6]1[C:7](=[O:16])[NH:8][CH:9]=[CH:10][C:11]=1[C:12]([F:15])([F:14])[F:13].[Cu][C:22]#[N:23].CN1CCCC1=O.C(O)(=O)C>C(OCC)(=O)C>[Cl:20][C:18]1[CH:19]=[C:2]([CH:3]=[C:4]([O:5][C:6]2[C:7](=[O:16])[NH:8][CH:9]=[CH:10][C:11]=2[C:12]([F:15])([F:14])[F:13])[CH:17]=1)[C:22]#[N:23]. The product is ClC=1C=C(C#N)C=C(C1)OC=1C(NC=CC1C(F)(F)F)=O (3-chloro-5-{[2-oxo-4-(trifluoromethyl)-1,2-dihydropyridin-3-yl]oxy}benzonitrile). Conditions: time 5 hour. Solvent: C(C)(=O)OCC (ethyl acetate). Reaction SMILES: [C:15]([OH:16])(=[O:17])[CH3:18].[CH3:1][O:2][C:3](=[O:4])[CH:5]1[CH2:6][c:7]2[cH:8][cH:9][c:10]([F:14])[cH:11][c:12]2[CH2:13]1>>[O:2]=[C:3]([OH:4])[CH:5]1[CH2:6][c:7]2[cH:8][cH:9][c:10]([F:14])[cH:11][c:12]2[CH2:13]1. Starting materials: CC(=O)O, COC(=O)C1Cc2ccc(F)cc2C1. Yields the product O=C(O)C1Cc2ccc(F)cc2C1. Reactants: [Al+3], [Br-], [Br-], [Br-], Cc1ccccc1, CCCCCCC(C)C(=O)c1ccc(OC)cc1, O. Yields the product CCCCCCC(C)C(=O)c1ccc(O)cc1. RXN SMILES: [Al+3:27].[Br-:26].[Br-:28].[Br-:29].[CH3:19][c:20]1[cH:21][cH:22][cH:23][cH:24][cH:25]1.[CH3:1][CH:2]([C:3](=[O:4])[c:5]1[cH:6][cH:7][c:8]([O:11][CH3:12])[cH:9][cH:10]1)[CH2:13][CH2:14][CH2:15][CH2:16][CH2:17][CH3:18].[OH2:30]>>[CH3:1][CH:2]([C:3](=[O:4])[c:5]1[cH:6][cH:7][c:8]([OH:11])[cH:9][cH:10]1)[CH2:13][CH2:14][CH2:15][CH2:16][CH2:17][CH3:18]. Starting materials: C(C#C)OC(CN1C(NNC1=O)=O)COCC#C (4-(2,3-bis(prop-2-ynyloxy)propyl)-1,2,4-triazolidine-3,5-dione), SiO2 HNO3. Solvent: C(Cl)Cl (CH2Cl2). Run at time 15 minute. Yields the product C(C#C)OC(CN1C(N=NC1=O)=O)COCC#C (4-(2,3-bis(prop-2-ynyloxy)propyl)-3H-1,2,4-triazole-3,5(4H)-dione). Isolated yield 100.8%. RXN SMILES: [CH2:1]([O:4][CH:5]([CH2:14][O:15][CH2:16][C:17]#[CH:18])[CH2:6][N:7]1[C:11](=[O:12])[NH:10][NH:9][C:8]1=[O:13])[C:2]#[CH:3]>C(Cl)Cl>[CH2:1]([O:4][CH:5]([CH2:14][O:15][CH2:16][C:17]#[CH:18])[CH2:6][N:7]1[C:8](=[O:13])[N:9]=[N:10][C:11]1=[O:12])[C:2]#[CH:3]. Procedure: To 4-(2,3-bis(prop-2-ynyloxy)propyl)-1,2,4-triazolidine-3,5-dione (I-13d: 50 mg, 0.199 mmol) in CH2Cl2 (1.99 mL) was added SiO2-HNO3 (150 mg). The mixture was stirred at room temperature for 15 minutes, then filtered, concentrated in vacuo and dried giving 4-(2,3-bis(prop-2-ynyloxy)propyl)-3H-1,2,4-triazole-3,5(4H)-dione (I-13e: 50 mg, quantitative) as a red oil.